The task is: describe an organic reaction: reactants, conditions, products, and yield. This data is from the Open Reaction Database (ORD), a public repository of structured organic reaction records. Starting materials: O (water), N1C=NC=C1 (imidazole), [Si](C)(C)(C(C)(C)C)Cl (tert-butyldimethylsilyl chloride), FC=1C(=C(C(=O)OCC)C(=C(C1CO)F)NC(C(C)(C)C)=O)OC1OCCCC1 (ethyl 3,5-difluoro-4-hydroxymethyl-6-pivaloylamino-2-(2-tetrahydropyranyloxy)benzoate). Solvent: ClCCl (dichloromethane). Product: [Si](C)(C)(C(C)(C)C)OCC1=C(C(=C(C(=O)OCC)C(=C1F)NC(C(C)(C)C)=O)OC1OCCCC1)F (ethyl 4-tert-butyldimethylsilyloxymethyl-3,5-difluoro-6-pivaloylamino-2-(2-tetrahydropyranyloxy)benzoate). The yield is 96.7%. RXN SMILES: [F:1][C:2]1[C:3]([O:23][CH:24]2[CH2:29][CH2:28][CH2:27][CH2:26][O:25]2)=[C:4]([C:10]([NH:16][C:17](=[O:22])[C:18]([CH3:21])([CH3:20])[CH3:19])=[C:11]([F:15])[C:12]=1[CH2:13][OH:14])[C:5]([O:7][CH2:8][CH3:9])=[O:6].N1C=CN=C1.[Si:35](Cl)([C:38]([CH3:41])([CH3:40])[CH3:39])([CH3:37])[CH3:36].O>ClCCl>[Si:35]([O:14][CH2:13][C:12]1[C:11]([F:15])=[C:10]([NH:16][C:17](=[O:22])[C:18]([CH3:21])([CH3:20])[CH3:19])[C:4]([C:5]([O:7][CH2:8][CH3:9])=[O:6])=[C:3]([O:23][CH:24]2[CH2:29][CH2:28][CH2:27][CH2:26][O:25]2)[C:2]=1[F:1])([C:38]([CH3:41])([CH3:40])[CH3:39])([CH3:37])[CH3:36]. Procedure: 213 mg (0.50 mmol) of the above ethyl 3,5-difluoro-4-hydroxymethyl-6-pivaloylamino-2-(2-tetrahydropyranyloxy)benzoate was dissolved in 5 mL of dichloromethane, 68 mg (1.0 mmol) of imidazole and 302 mg (2.00 mmol) of tert-butyldimethylsilyl chloride were added and the mixture was heated at reflux for 30 minutes. The reaction solution was cooled on ice, water was added and the mixture was extracted once with ethyl acetate. The organic layer was washed once with water and once with an aqueous satur... Reactants: ClC1=CN=C2C(C(NC2=C1)=O)C(=O)C=1OC=CC1 (6-chloro-3-(2-furoyl)-4-azaoxindole), ClS(=O)(=O)NC=O (N-chlorosulfonyl carboxamide), C(C)#N (acetonitrile), ClC1=CN=C2C(C(NC2=C1)=O)C(=O)C=1OC=CC1 (6-chloro-3-(2-furoyl)-4-azaoxindole), C(=NS(=O)(=O)Cl)=O (N-chlorosulfonyl isocyanate). The solvent is C(C)(=O)O (acetic acid), O (water), CS(=O)C (DMSO). Product: ClC1=CN=C2C(C(N(C2=C1)C(=O)N)=O)C(=O)C=1OC=CC1 (6-Chloro-3-(2-furoyl)-4-azaoxindole-1-carboxamide). As a reaction SMILES: [Cl:1][C:2]1[CH:10]=[C:9]2[C:5]([CH:6]([C:12]([C:14]3[O:15][CH:16]=[CH:17][CH:18]=3)=[O:13])[C:7](=[O:11])[NH:8]2)=[N:4][CH:3]=1.[C:19](=[O:25])=[N:20]S(Cl)(=O)=O.C(#N)C.ClS(NC=O)(=O)=O>CS(C)=O.C(O)(=O)C.O>[Cl:1][C:2]1[CH:10]=[C:9]2[C:5]([CH:6]([C:12]([C:14]3[O:15][CH:16]=[CH:17][CH:18]=3)=[O:13])[C:7](=[O:11])[N:8]2[C:19]([NH2:20])=[O:25])=[N:4][CH:3]=1. Procedure details: The title compound was prepared from 6-chloro-3-(2-furoyl)-4-azaoxindole (Example 12) according to the procedure of Example 2C, using 400 mg (1.5 mmol) 6-chloro-3-(2-furoyl)-4-azaoxindole, 0.19 ml (2.25 mmol) N-chlorosulfonyl isocyanate and 15 ml acetonitrile. The crude N-chlorosulfonyl carboxamide was hydrolysed by stirring in DMSO (5 ml), for 2 hours in a flask open to the air. The product was isolated by dilution with water filtration, and recrystallization from acetic acid. Yield: 160 mg (35... Starting materials: C(C)(C)NC(C)C (diisopropylamine), O=C1C2=C(C=CC3=C1C=CC(=C3)CC(=O)OC)C=CC=C2 (methyl (5-oxo-5H-dibenzo[a,d]cyclohepten-2-yl)acetate), C(CCC)[Li] (n-butyllithium), O1CCCC1 (tetrahydrofuran). Solvent: CCCCCC (hexane), CN(P(N(C)C)(N(C)C)=O)C (hexamethylphosphoric triamide). Reaction conditions: temperature -80 celsius, time 10 minute. Yields the product O=C1C2=C(C=CC3=C1C=CC(=C3)C(C(=O)OC)=C)C=CC=C2 (methyl 2-(5-oxo-5H-dibenzo[a,d]cyclohepten-2-yl)acrylate). Reaction SMILES: [CH2:1]([Li])CCC.C(NC(C)C)(C)C.O1CCCC1.[O:18]=[C:19]1[C:25]2[CH:26]=[CH:27][C:28]([CH2:30][C:31]([O:33][CH3:34])=[O:32])=[CH:29][C:24]=2[CH:23]=[CH:22][C:21]2[CH:35]=[CH:36][CH:37]=[CH:38][C:20]1=2>CCCCCC.CN(C)P(=O)(N(C)C)N(C)C>[O:18]=[C:19]1[C:25]2[CH:26]=[CH:27][C:28]([C:30](=[CH2:1])[C:31]([O:33][CH3:34])=[O:32])=[CH:29][C:24]=2[CH:23]=[CH:22][C:21]2[CH:35]=[CH:36][CH:37]=[CH:38][C:20]1=2. Procedure details: 1.25 Ml. of 1.6 molar n-butyllithium in hexane is added to a solution of 0.280 ml. of diisopropylamine in 30 ml. of tetrahydrofuran. The solution is cooled to -80° C and 0.556 g. of methyl (5-oxo-5H-dibenzo[a,d]cyclohepten-2-yl)acetate is added. After 10 minutes 0.38 ml. of hexamethylphosphoric triamide is added. The cooling bath is removed and formaldehyde vapor, entrained in nitrogen, is passed over the solution until it becomes colorless. Water and ether are then added and the organic layer i... Reactants: Example 1 ( 4 ), C(#N)C=1C=C(C=CC1C#N)N1CCNCC1 (N-(3,4-dicyanophenyl)piperazine), crude product, C(C)N(C(C(C(=O)NS(=O)(=O)C1=CC2=CC=CC=C2C=C1)CC1=CC=C(C=C1)OC)=O)CC (N,N-diethyl-2-(4-methoxybenzyl)-N′-(2-naphthylsulfonyl)malonamide). The product is C(#N)C=1C=C(C=CC1C#N)N1CCN(CC1)C(C(C(=O)NS(=O)(=O)C1=CC2=CC=CC=C2C=C1)CC1=CC=C(C=C1)OC)=O (3-[4-(3,4-dicyanophenyl)-1-piperazinyl]-2-(4-methoxybenzyl)-N-(2-naphthylsulfonyl)-3-oxopropanamide). Isolated yield 67.3%. RXN SMILES: [CH2:1]([N:3]([CH2:32][CH3:33])[C:4](=[O:31])[CH:5]([CH2:22][C:23]1[CH:28]=[CH:27][C:26]([O:29][CH3:30])=[CH:25][CH:24]=1)[C:6]([NH:8][S:9]([C:12]1[CH:21]=[CH:20][C:19]2[C:14](=[CH:15][CH:16]=[CH:17][CH:18]=2)[CH:13]=1)(=[O:11])=[O:10])=[O:7])[CH3:2].[C:34]([C:36]1[CH:37]=[C:38]([N:44]2CCNCC2)[CH:39]=[CH:40][C:41]=1[C:42]#[N:43])#[N:35]>>[C:34]([C:36]1[CH:37]=[C:38]([N:44]2[CH2:2][CH2:1][N:3]([C:4](=[O:31])[CH:5]([CH2:22][C:23]3[CH:28]=[CH:27][C:26]([O:29][CH3:30])=[CH:25][CH:24]=3)[C:6]([NH:8][S:9]([C:12]3[CH:21]=[CH:20][C:19]4[C:14](=[CH:15][CH:16]=[CH:17][CH:18]=4)[CH:13]=3)(=[O:10])=[O:11])=[O:7])[CH2:32][CH2:33]2)[CH:39]=[CH:40][C:41]=1[C:42]#[N:43])#[N:35]. Procedure: In the same manner as in Example 1 (4), a crude product was obtained using the compound (550 mg) obtained in Example 112 (4) and N-(3,4-dicyanophenyl)piperazine (282 mg). This was purified by silica gel column chromatography to give the title compound (480 mg) as a yellow powder.